Task: describe an organic reaction: reactants, conditions, products, and yield. Dataset: the Open Reaction Database (ORD), a public repository of structured organic reaction records Reaction SMILES: [CH3:1][c:2]1[c:3]([CH2:8][N:9]([CH:10]2[CH2:11][CH2:12][NH:13][CH2:14][CH2:15]2)[CH2:16][c:17]2[n:18][cH:19][cH:20][cH:21][c:22]2[CH3:23])[n:4][cH:5][cH:6][cH:7]1.[CH3:32][CH2:33][N:34]=[C:35]=[N:36][CH2:37][CH2:38][CH2:39][N:40]([CH3:41])[CH3:42].[CH3:48][N:49]([c:50]1[cH:51][cH:52][n:53][cH:54][cH:55]1)[CH3:56].[O:43]=[CH:44][N:45]([CH3:46])[CH3:47].[OH2:57].[nH:24]1[cH:25][n:26][c:27]([C:29](=[O:30])[OH:31])[cH:28]1>>[CH3:1][c:2]1[c:3]([CH2:8][N:9]([CH:10]2[CH2:11][CH2:12][N:13]([C:29]([c:27]3[n:26][cH:25][nH:24][cH:28]3)=[O:30])[CH2:14][CH2:15]2)[CH2:16][c:17]2[n:18][cH:19][cH:20][cH:21][c:22]2[CH3:23])[n:4][cH:5][cH:6][cH:7]1. The reactants are Cc1cccnc1CN(Cc1ncccc1C)C1CCNCC1, CCN=C=NCCCN(C)C, CN(C)c1ccncc1, CN(C)C=O, O, O=C(O)c1c[nH]cn1. Product: Cc1cccnc1CN(Cc1ncccc1C)C1CCN(C(=O)c2c[nH]cn2)CC1. The reactants are Fc1ccc(CBr)cc1, O=C([O-])[O-], [Cs+], [Cs+], CN(C)C=O, O=C(Cc1ccc(O)cc1)Nc1ccc2cnn(CCN3CCCC3)c2c1. Yields the product O=C(Cc1ccc(OCc2ccc(F)cc2)cc1)Nc1ccc2cnn(CCN3CCCC3)c2c1. Reaction SMILES: [Br:28][CH2:29][c:30]1[cH:31][cH:32][c:33]([F:36])[cH:34][cH:35]1.[C:37](=[O:38])([O-:39])[O-:40].[Cs+:41].[Cs+:42].[O:43]=[CH:44][N:45]([CH3:46])[CH3:47].[OH:1][c:2]1[cH:3][cH:4][c:5]([CH2:8][C:9](=[O:10])[NH:11][c:12]2[cH:13][cH:14][c:15]3[cH:16][n:17][n:18]([CH2:21][CH2:22][N:23]4[CH2:24][CH2:25][CH2:26][CH2:27]4)[c:19]3[cH:20]2)[cH:6][cH:7]1>>[O:1]([c:2]1[cH:3][cH:4][c:5]([CH2:8][C:9](=[O:10])[NH:11][c:12]2[cH:13][cH:14][c:15]3[cH:16][n:17][n:18]([CH2:21][CH2:22][N:23]4[CH2:24][CH2:25][CH2:26][CH2:27]4)[c:19]3[cH:20]2)[cH:6][cH:7]1)[CH2:29][c:30]1[cH:31][cH:32][c:33]([F:36])[cH:34][cH:35]1.